From a dataset of the Open Reaction Database (ORD), a public repository of structured organic reaction records. describe an organic reaction: reactants, conditions, products, and yield Reactants: FC(COC1=C(C=CC=C1)Br)(F)F (2-trifluoroethoxyphenyl bromide), NC=1C=C(C=CC1)B(O)O (3-aminophenylboronic acid), solution, C([O-])([O-])=O.[Na+].[Na+] (sodium carbonate), C(C)O (ethanol). Reagents/catalysts: C=1C=CC(=CC1)[P](C=2C=CC=CC2)(C=3C=CC=CC3)[Pd]([P](C=4C=CC=CC4)(C=5C=CC=CC5)C=6C=CC=CC6)([P](C=7C=CC=CC7)(C=8C=CC=CC8)C=9C=CC=CC9)[P](C=1C=CC=CC1)(C=1C=CC=CC1)C=1C=CC=CC1 (tetrakis(triphenylphosphine)palladium(0)). Solvent: C1(=CC=CC=C1)C (toluene). Run at temperature 90 celsius. Product: FC(COC1=C(C=CC=C1)NC1=CC=CC=C1)(F)F ((2-(2,2,2-Trifluoroethoxy)-phenyl)-aniline). Reaction SMILES: [F:1][C:2]([F:13])([F:12])[CH2:3][O:4][C:5]1[CH:10]=[CH:9][CH:8]=[CH:7][C:6]=1Br.[NH2:14][C:15]1[CH:16]=[C:17](B(O)O)[CH:18]=[CH:19][CH:20]=1.C(=O)([O-])[O-].[Na+].[Na+].C(O)C>C1(C)C=CC=CC=1.C1C=CC([P]([Pd]([P](C2C=CC=CC=2)(C2C=CC=CC=2)C2C=CC=CC=2)([P](C2C=CC=CC=2)(C2C=CC=CC=2)C2C=CC=CC=2)[P](C2C=CC=CC=2)(C2C=CC=CC=2)C2C=CC=CC=2)(C2C=CC=CC=2)C2C=CC=CC=2)=CC=1>[F:1][C:2]([F:13])([F:12])[CH2:3][O:4][C:5]1[CH:10]=[CH:9][CH:8]=[CH:7][C:6]=1[NH:14][C:15]1[CH:16]=[CH:17][CH:18]=[CH:19][CH:20]=1 |f:2.3.4,^1:43,45,64,83|. Procedure details: To a solution of 1.0 g (3.93 mmol) of 2-trifluoroethoxyphenyl bromide (Example 2, Step A) in 39 mL of toluene was added 0.136 g (0.118 mmol) of tetrakis(triphenylphosphine)palladium(0), 0.56 g (4.31 mol) of 3-aminophenylboronic acid, 47 mL (94.1 mmol) of a 2M solution of sodium carbonate and 8 mL of ethanol and the reaction mixture was heated at 90° C. for 22 hr. The reaction mixtur was colld to RT, and partitioned between water and EtOAc. The aqueous fraction was extracted with EtOAc nd the com... Reactants: CC1=NN=C2N1C1=C(N(C(C2)=O)C2=CC=CC=C2)C=C(C=C1)[N+](=O)[O-] (1-methyl-8-nitro-6-phenyl-4H-s-triazolo[4,3-a][1,5]benzodiazepin-5-one), [H][H] (hydrogen), [H][H] (hydrogen), 50. Reagents/catalysts: [Ni] (Raney nickel). Solvent: C(C)O (ethanol). The product is CC1=NN=C2N1C1=C(N(C(C2)=O)C2=CC=CC=C2)C=C(C=C1)N (1-Methyl-8-amino-6-phenyl-4H-s-triazolo[4,3-a][1,5]benzodiazepin-5-one). Reaction SMILES: [CH3:1][C:2]1[N:6]2[C:7]3[CH:22]=[CH:21][C:20]([N+:23]([O-])=O)=[CH:19][C:8]=3[N:9]([C:13]3[CH:18]=[CH:17][CH:16]=[CH:15][CH:14]=3)[C:10](=[O:12])[CH2:11][C:5]2=[N:4][N:3]=1.[H][H]>C(O)C.[Ni]>[CH3:1][C:2]1[N:6]2[C:7]3[CH:22]=[CH:21][C:20]([NH2:23])=[CH:19][C:8]=3[N:9]([C:13]3[CH:18]=[CH:17][CH:16]=[CH:15][CH:14]=3)[C:10](=[O:12])[CH2:11][C:5]2=[N:4][N:3]=1. Reported procedure: 33.5 g of 1-methyl-8-nitro-6-phenyl-4H-s-triazolo[4,3-a][1,5]benzodiazepin-5-one in 100 ml of ethanol containing 2.0 g of Raney nickel is hydrogenated at room temperature at an initial hydrogen pressure of 50 p.s.i. The reaction is stopped when 0.3 moles of hydrogen has been absorbed; the suspension is filtered and the filtrate evaporated to give the title compound. Reactants: CN(CCC(O)C1CC(O)CN1C(=O)OC(C)(C)C)C(=O)OC(C)(C)C, CC(O)=S, CCOC(=O)N=NC(=O)OCC, C1CCOC1, c1ccc(P(c2ccccc2)c2ccccc2)cc1. Product: CC(=O)SC1CC(C(O)CCN(C)C(=O)OC(C)(C)C)N(C(=O)OC(C)(C)C)C1. RXN SMILES: [C:1]([CH3:2])([CH3:3])([CH3:4])[O:5][C:6](=[O:7])[N:8]1[CH:9]([CH:14]([CH2:15][CH2:16][N:17]([CH3:18])[C:19](=[O:20])[O:21][C:22]([CH3:23])([CH3:24])[CH3:25])[OH:26])[CH2:10][CH:11]([OH:13])[CH2:12]1.[C:58]([CH3:59])(=[S:60])[OH:61].[O:46]=[C:47]([O:48][CH2:49][CH3:50])[N:51]=[N:52][C:53]([O:54][CH2:55][CH3:56])=[O:57].[O:62]1[CH2:63][CH2:64][CH2:65][CH2:66]1.[c:27]1([P:28]([c:29]2[cH:30][cH:31][cH:32][cH:33][cH:34]2)[c:35]2[cH:36][cH:37][cH:38][cH:39][cH:40]2)[cH:41][cH:42][cH:43][cH:44][cH:45]1>>[C:1]([CH3:2])([CH3:3])([CH3:4])[O:5][C:6](=[O:7])[N:8]1[CH:9]([CH:14]([CH2:15][CH2:16][N:17]([CH3:18])[C:19](=[O:20])[O:21][C:22]([CH3:23])([CH3:24])[CH3:25])[OH:26])[CH2:10][CH:11]([S:60][C:58]([CH3:59])=[O:61])[CH2:12]1. The reactants are COC=1C=C(C=CC1OC)C1=CNC2=NC=CC=C21 (3-(3,4-Dimethoxy-phenyl)-1H-pyrrolo[2,3-b]pyridine), FC(COC1=C(C2=CC=CC=C2C=C1)C(=O)O)(F)F (2-(2,2,2-Trifluoro-ethoxy)-naphthalene-1-carboxylic acid), C1(CCCC1)OC=1C=C(C=CC1OC)C1=CNC2=NC=CC=C21 (3-(3-cyclopentoxy-4-methoxy-phenyl)-1H-pyrrolo[2,3-b]pyridine). Yields the product C1(CCCC1)OC=1C=C(C=CC1OC)C1=CN(C2=NC=CC=C21)C(=O)C2=C(C=CC1=CC=CC=C21)OCC(F)(F)F ([3-(3-Cyclopentyloxy-4-methoxy-phenyl)-pyrrolo[2,3-b]pyridin-1-yl]-[2-(2,2,2-trifluoro-ethoxy)-naphthalen-1-yl]-methanone). As a reaction SMILES: COC1C=C(C2C3C(=NC=CC=3)NC=2)C=CC=1OC.[F:20][C:21]([F:38])([F:37])[CH2:22][O:23][C:24]1[CH:33]=[CH:32][C:31]2[C:26](=[CH:27][CH:28]=[CH:29][CH:30]=2)[C:25]=1[C:34]([OH:36])=O.[CH:39]1([O:44][C:45]2[CH:46]=[C:47]([C:53]3[C:61]4[C:56](=[N:57][CH:58]=[CH:59][CH:60]=4)[NH:55][CH:54]=3)[CH:48]=[CH:49][C:50]=2[O:51][CH3:52])[CH2:43][CH2:42][CH2:41][CH2:40]1>>[CH:39]1([O:44][C:45]2[CH:46]=[C:47]([C:53]3[C:61]4[C:56](=[N:57][CH:58]=[CH:59][CH:60]=4)[N:55]([C:34]([C:25]4[C:26]5[C:31](=[CH:30][CH:29]=[CH:28][CH:27]=5)[CH:32]=[CH:33][C:24]=4[O:23][CH2:22][C:21]([F:20])([F:38])[F:37])=[O:36])[CH:54]=3)[CH:48]=[CH:49][C:50]=2[O:51][CH3:52])[CH2:40][CH2:41][CH2:42][CH2:43]1. Procedure details: [3-(3-Cyclopentyloxy-4-methoxy-phenyl)-pyrrolo[2,3-b]pyridin-1-yl]-[2-(2,2,2-trifluoro-ethoxy)-naphthalen-1-yl]-methanone 124 was prepared using the same protocol as described in Example 47, substituting 2-ethoxy-4-nitro-benzoic acid and 3-(3,4-Dimethoxy-phenyl)-1H-pyrrolo[2,3-b]pyridine with 2-(2,2,2-Trifluoro-ethoxy)-naphthalene-1-carboxylic acid and 3-(3-cyclopentoxy-4-methoxy-phenyl)-1H-pyrrolo[2,3-b]pyridine. MS(ESI) [M+H+]+=561.10. Reaction SMILES: [CH2:17]1[O:18][CH2:19][CH2:20][CH2:21]1.[Cl-:16].[ClH:22].[N+:1]([O-:2])(=[O:3])[c:4]1[cH:5][cH:6][c:7]2[c:8]([cH:15]1)[CH2:9][CH2:10][C:11](=[O:14])[CH2:12][CH2:13]2>>[NH2:1][c:4]1[cH:5][cH:6][c:7]2[c:8]([cH:15]1)[CH2:9][CH2:10][C:11](=[O:14])[CH2:12][CH2:13]2. The product is Nc1ccc2c(c1)CCC(=O)CC2. Starting materials: C1CCOC1, [Cl-], Cl, O=C1CCc2ccc([N+](=O)[O-])cc2CC1. Conditions: time 30 minute. Reactants: CON=C(C(=O)NC1[C@@H]2N(C(=C(CS2)C=2SC(=NN2)C)C(=O)OC(C2=CC=CC=C2)C2=CC=CC=C2)C1=O)C1=CC=CC=C1 (benzhydryl 7-(2-methoxyimino-2-phenylacetamido)-3-(5-methyl-1,3,4-thiadiazol-2-yl)-3-cephem-4-carboxylate), C1(=CC=CC=C1)OC (anisole), FC(C(=O)O)(F)F (trifluoroacetic acid). Yield: 89.5%. RXN SMILES: [CH3:1][O:2][N:3]=[C:4]([C:39]1[CH:44]=[CH:43][CH:42]=[CH:41][CH:40]=1)[C:5]([NH:7][CH:8]1[C:37](=[O:38])[N:10]2[C:11]([C:21]([O:23]C(C3C=CC=CC=3)C3C=CC=CC=3)=[O:22])=[C:12]([C:15]3[S:16][C:17]([CH3:20])=[N:18][N:19]=3)[CH2:13][S:14][C@H:9]12)=[O:6].C1(OC)C=CC=CC=1.FC(F)(F)C(O)=O>>[CH3:1][O:2][N:3]=[C:4]([C:39]1[CH:44]=[CH:43][CH:42]=[CH:41][CH:40]=1)[C:5]([NH:7][CH:8]1[C:37](=[O:38])[N:10]2[C:11]([C:21]([OH:23])=[O:22])=[C:12]([C:15]3[S:16][C:17]([CH3:20])=[N:18][N:19]=3)[CH2:13][S:14][C@H:9]12)=[O:6]. Procedure details: A mixture of 0.07 g of benzhydryl 7-(2-methoxyimino-2-phenylacetamido)-3-(5-methyl-1,3,4-thiadiazol-2-yl)-3-cephem-4-carboxylate (obtained in Example 59), 2 ml of anisole and 4 ml of trifluoroacetic acid is stirred for 30 minutes at room temperature. After removal of the solvent under reduced pressure, the residue is triturated with the addition of absolute ether. The precipitates are filtered, and washed with ether to give 0.046 g of 7-(2-methoxyimino-2-phenylacetamido)-3-(5-methyl-1,3,4-thiadi... The product is CON=C(C(=O)NC1[C@@H]2N(C(=C(CS2)C=2SC(=NN2)C)C(=O)O)C1=O)C1=CC=CC=C1 (7-(2-methoxyimino-2-phenylacetamido)-3-(5-methyl-1,3,4-thiadiazol-2-yl)-3-cephem-4-carboxylic acid). The reactants are [Al+3], C1CCOC1, Cc1cc2c(cc1C)CC(C)(NC(=O)c1ccccc1)C2, [H-], [H-], [H-], [H-], [Li+]. Yields the product Cc1cc2c(cc1C)CC(C)(NCc1ccccc1)C2. As a reaction SMILES: [Al+3:23].[CH2:28]1[O:29][CH2:30][CH2:31][CH2:32]1.[CH3:1][C:2]1([NH:13][C:14]([c:15]2[cH:16][cH:17][cH:18][cH:19][cH:20]2)=[O:21])[CH2:3][c:4]2[cH:5][c:6]([CH3:12])[c:7]([CH3:11])[cH:8][c:9]2[CH2:10]1.[H-:22].[H-:25].[H-:26].[H-:27].[Li+:24]>>[CH3:1][C:2]1([NH:13][CH2:14][c:15]2[cH:16][cH:17][cH:18][cH:19][cH:20]2)[CH2:3][c:4]2[cH:5][c:6]([CH3:12])[c:7]([CH3:11])[cH:8][c:9]2[CH2:10]1.